Task: describe an organic reaction: reactants, conditions, products, and yield. Dataset: the Open Reaction Database (ORD), a public repository of structured organic reaction records Starting materials: CCOC(=O)CNC(=O)NC(=O)C(CC1CCCC1)c1ccc(Cl)c(Cl)c1, CCO, [K+], [OH-], O. The product is O=C(O)CNC(=O)NC(=O)C(CC1CCCC1)c1ccc(Cl)c(Cl)c1. Reaction SMILES: [CH2:1]([CH3:2])[O:3][C:4]([CH2:5][NH:6][C:7](=[O:8])[NH:9][C:10]([CH:11]([CH2:12][CH:13]1[CH2:14][CH2:15][CH2:16][CH2:17]1)[c:18]1[cH:19][c:20]([Cl:25])[c:21]([Cl:24])[cH:22][cH:23]1)=[O:26])=[O:27].[CH3:30][CH2:31][OH:32].[K+:29].[OH-:28].[OH2:33]>>[O:3]=[C:4]([CH2:5][NH:6][C:7](=[O:8])[NH:9][C:10]([CH:11]([CH2:12][CH:13]1[CH2:14][CH2:15][CH2:16][CH2:17]1)[c:18]1[cH:19][c:20]([Cl:25])[c:21]([Cl:24])[cH:22][cH:23]1)=[O:26])[OH:27]. Reactants: CO, NN, COC(=O)c1ccc(CN2C(=O)c3ccccc3C2=O)n1C, O. The product is COC(=O)c1ccc(CN)n1C. RXN SMILES: [CH3:26][OH:27].[NH2:24][NH2:25].[O:1]=[C:2]1[N:3]([CH2:12][c:13]2[cH:14][cH:15][c:16]([C:19](=[O:20])[O:21][CH3:22])[n:17]2[CH3:18])[C:10](=[O:11])[c:5]2[c:4]1[cH:9][cH:8][cH:7][cH:6]2.[OH2:23]>>[NH2:3][CH2:12][c:13]1[cH:14][cH:15][c:16]([C:19](=[O:20])[O:21][CH3:22])[n:17]1[CH3:18]. The reactants are ClC1=C(C(C(=C(C1=O)Cl)Cl)=O)Cl (tetrachloro-1,4-benzoquinone), Cl.Cl.NC1=CC=C(C(=N)N)C=C1 (4-Aminobenzamidine dihydrochloride), C(C)(=O)O.C(=N)N (formamidine acetate), NN (hydrazine). Solvent: C(C)#N (acetonitrile). Yields the product N1=NC(=NN=C1)C1=CC=C(N)C=C1 (4-(1,2,4,5-tetrazin-3-yl)aniline). Yield: 19.1%. RXN SMILES: Cl.Cl.[NH2:3][C:4]1[CH:12]=[CH:11][C:7]([C:8]([NH2:10])=[NH:9])=[CH:6][CH:5]=1.C(O)(=O)C.[CH:17]([NH2:19])=[NH:18].NN.ClC1C(=O)C(Cl)=C(Cl)C(=O)C=1Cl>C(#N)C>[N:18]1[CH:17]=[N:19][N:10]=[C:8]([C:7]2[CH:11]=[CH:12][C:4]([NH2:3])=[CH:5][CH:6]=2)[N:9]=1 |f:0.1.2,3.4|. Reported procedure: To a mixture of 4-Aminobenzamidine dihydrochloride (1 mmol, 208 mg) and formamidine acetate (4 mmol, 416 mg) in acetonitrile (25 mL) was added anhydrous hydrazine (10 mmol, 315 uL). The solution was heated to reflux for 1 hour, cooled, and the solvent was removed by rotary evaporation. The residue was resuspended with water (25 mL) and was stirred with solid tetrachloro-1,4-benzoquinone (2 mmol, 492 mg) for 1 hour. After removal of the solids from the pink solution by filtration, the reaction wa... Reactants: [Si](C)(C)(C(C)(C)C)OCCNC1CC1 ([2-(tert-butyl-dimethylsilanyloxy)-ethyl]-cyclopropyl-amine), [Si](C)(C)(C(C)(C)C)OCCN(C(=O)C1=NC(=NC(=C1OCC1=CC=CC=C1)O)CC1(CCCC1)N1C=CC=2C1=NC=CC2)C (5-benzyloxy-6-hydroxy-2-(1-pyrrolo[2,3-b]pyridin-1-yl-cyclopentylmethyl)-pyrimidine-4-carboxylic acid [2-(tert-butyl-dimethylsilanyloxy)-ethyl]-methyl-amide), C(C1=CC=CC=C1)OC=1C(=NC(=NC1O)CC1(CCCC1)N1C=CC=2C1=NC=CC2)C(=O)O (5-benzyloxy-6-hydroxy-2-(1-pyrrolo[2,3-b]pyridin-1-yl-cyclopentyl methyl)-pyrimidine-4-carboxylic acid). Yields the product [Si](C)(C)(C(C)(C)C)OCCN(C(=O)C1=NC(=NC(=C1OCC1=CC=CC=C1)O)CC1(CCCC1)N1C=CC=2C1=NC=CC2)C2CC2 (5-Benzyloxy-6-hydroxy-2-(1-pyrrolo[2,3-b]pyridin-1-yl-cyclopentylmethyl)-pyrimidine-4-carboxylic acid [2-(tert-butyl-dimethylsilanyloxy)-ethyl]-cyclopropyl-amide), solid. Isolated yield 44.0%. RXN SMILES: [Si:1]([O:8][CH2:9][CH2:10][N:11]([CH3:44])[C:12]([C:14]1[C:19]([O:20][CH2:21][C:22]2[CH:27]=[CH:26][CH:25]=[CH:24][CH:23]=2)=[C:18]([OH:28])[N:17]=[C:16]([CH2:29][C:30]2([N:35]3[C:39]4=[N:40][CH:41]=[CH:42][CH:43]=[C:38]4[CH:37]=[CH:36]3)[CH2:34][CH2:33][CH2:32][CH2:31]2)[N:15]=1)=[O:13])([C:4]([CH3:7])([CH3:6])[CH3:5])([CH3:3])[CH3:2].[CH2:45](OC1C(C(O)=O)=NC(CC2(N3C4=NC=CC=C4C=C3)CCCC2)=NC=1O)[C:46]1C=CC=CC=1.[Si](OCCNC1CC1)(C(C)(C)C)(C)C>>[Si:1]([O:8][CH2:9][CH2:10][N:11]([CH:44]1[CH2:46][CH2:45]1)[C:12]([C:14]1[C:19]([O:20][CH2:21][C:22]2[CH:27]=[CH:26][CH:25]=[CH:24][CH:23]=2)=[C:18]([OH:28])[N:17]=[C:16]([CH2:29][C:30]2([N:35]3[C:39]4=[N:40][CH:41]=[CH:42][CH:43]=[C:38]4[CH:37]=[CH:36]3)[CH2:31][CH2:32][CH2:33][CH2:34]2)[N:15]=1)=[O:13])([C:4]([CH3:5])([CH3:6])[CH3:7])([CH3:3])[CH3:2]. Procedure details: 5-Benzyloxy-6-hydroxy-2-(1-pyrrolo[2,3-b]pyridin-1-yl-cyclopentylmethyl)-pyrimidine-4-carboxylic acid [2-(tert-butyl-dimethylsilanyloxy)-ethyl]-cyclopropyl-amide (417) was prepared following the same method as described for 5-benzyloxy-6-hydroxy-2-(1-pyrrolo[2,3-b]pyridin-1-yl-cyclopentylmethyl)-pyrimidine-4-carboxylic acid [2-(tert-butyl-dimethylsilanyloxy)-ethyl]-methyl-amide (405) from 5-benzyloxy-6-hydroxy-2-(1-pyrrolo[2,3-b]pyridin-1-yl-cyclopentylmethyl)-pyrimidine-4-carboxylic acid (404) ... The reactants are B(OC)(OC)OC (trimethyl borate), Cl (hydrochloric acid), ice water, C(C)OC1=C(C(=C(C=C1)C1=CC=C(C=C1)Br)F)F (4-ethoxy-4′-bromo-2,3-difluoro-1,1′-biphenyl), C(CCC)[Li] (n-Butyllithium). The solvent is C1CCOC1 (THF), C(C)(=O)OCC (Ethyl acetate), C1CCOC1 (THF), CCCCCC (n-hexane). Reaction conditions: time 2 hour. The product is C(C)OC1=C(C(=C(C=C1)C1=CC=C(C=C1)B(O)O)F)F (4-ethoxy-2,3-difluoro-1,1′-biphenyl-4′-boronic acid). Isolated yield 131.8%. Reaction SMILES: [CH2:1]([O:3][C:4]1[CH:9]=[CH:8][C:7]([C:10]2[CH:15]=[CH:14][C:13](Br)=[CH:12][CH:11]=2)=[C:6]([F:17])[C:5]=1[F:18])[CH3:2].C([Li])CCC.[B:24](OC)([O:27]C)[O:25]C.Cl>C(OCC)(=O)C.C1COCC1.CCCCCC>[CH2:1]([O:3][C:4]1[CH:9]=[CH:8][C:7]([C:10]2[CH:15]=[CH:14][C:13]([B:24]([OH:27])[OH:25])=[CH:12][CH:11]=2)=[C:6]([F:17])[C:5]=1[F:18])[CH3:2]. Reported procedure: The compound (3) (10.0 g) and THF (100 ml) were put in a reaction vessel under a nitrogen atmosphere, and cooled to −74° C. n-Butyllithium (1.57 M in a n-hexane solution; 22.4 ml) was added dropwise thereto in the temperature range of −74° C. to −70° C., and the mixture obtained was stirred for another 2 hours. Subsequently, trimethyl borate (4.0 g) in a THF (50 ml) solution was added dropwise thereto in the temperature range of −74° C. to −65° C., and the mixture was stirred for another 8 hours...